The task is: describe an organic reaction: reactants, conditions, products, and yield. This data is from the Open Reaction Database (ORD), a public repository of structured organic reaction records. Reactants: C=CCNc1ccccc1CC(=O)O, CN(C)P(=O)(N(C)C)N(C)C, OCC(O)CI, [Na+], [OH-], O. The product is C=CCNc1ccccc1CC(=O)OCC(O)CO. Reaction SMILES: [CH2:1]([CH:2]=[CH2:3])[NH:4][c:5]1[c:6]([CH2:11][C:12](=[O:13])[OH:14])[cH:7][cH:8][cH:9][cH:10]1.[CH3:23][N:24]([P:25]([N:26]([CH3:27])[CH3:28])([N:29]([CH3:30])[CH3:31])=[O:32])[CH3:33].[I:17][CH2:18][CH:19]([CH2:20][OH:21])[OH:22].[Na+:16].[OH-:15].[OH2:34]>>[CH2:1]([CH:2]=[CH2:3])[NH:4][c:5]1[c:6]([CH2:11][C:12](=[O:13])[O:14][CH2:18][CH:19]([CH2:20][OH:21])[OH:22])[cH:7][cH:8][cH:9][cH:10]1. RXN SMILES: [C:1]([C:6]1[CH:7]=[N:8][C:9]2[C:14]([C:15]=1[NH:16][C:17]1[CH:22]=[CH:21][CH:20]=[CH:19][C:18]=1[O:23][CH3:24])=[CH:13][CH:12]=[CH:11][C:10]=2[O:25][CH2:26][CH2:27][S:28][CH3:29])(=[O:5])[CH2:2][CH2:3][CH3:4].[OH2:30].Cl[O-].[Na+]>C(Cl)Cl>[C:1]([C:6]1[CH:7]=[N:8][C:9]2[C:14]([C:15]=1[NH:16][C:17]1[CH:22]=[CH:21][CH:20]=[CH:19][C:18]=1[O:23][CH3:24])=[CH:13][CH:12]=[CH:11][C:10]=2[O:25][CH2:26][CH2:27][S:28]([CH3:29])=[O:30])(=[O:5])[CH2:2][CH2:3][CH3:4] |f:2.3|. Reactants: Cl[O-].[Na+] (sodium hypochlorite), O (Water), Cl[O-].[Na+] (sodium hypochlorite), C(CCC)(=O)C=1C=NC2=C(C=CC=C2C1NC1=C(C=CC=C1)OC)OCCSC (3-butyryl-4-(2-methoxyphenylamino)-8-(2-methylthioethoxy)quinoline). Yield: 88.0%. Run at time 2 hour. The product is C(CCC)(=O)C=1C=NC2=C(C=CC=C2C1NC1=C(C=CC=C1)OC)OCCS(=O)C (3-butyryl-4-(2-methoxyphenylamino)-8-(2-methylsulfinylethoxy)quinoline). Run in C(Cl)Cl (methylene chloride). Procedure: 3-butyryl-4-(2-methoxyphenylamino)-8-(2-methylthioethoxy)quinoline (0.35 g, 0.85 mmol) was dissolved in methylene chloride (4 ml). Water (2 ml) and sodium hypochlorite (5% in water) (1.42 ml) were added and the mixture was stirred for 2 h. Another portion of sodium hypochlorite (0.5 ml) was added and the stirring was continued for 2 h. The organic layer was dried over sodium sulfate and evaporated. The residue crystallized from a mixture of ethyl acetate and isopropyl ether and 0.32 g (88%) of t... Reactants: CCOC(=O)CCN1CCc2ccc([N+](=O)[O-])cc2C1, CCO, Cl, [Na+], [OH-]. Yields the product O=C(O)CCN1CCc2ccc([N+](=O)[O-])cc2C1. RXN SMILES: [CH2:1]([CH3:2])[O:3][C:4](=[O:5])[CH2:6][CH2:7][N:8]1[CH2:9][c:10]2[cH:11][c:12]([N+:18](=[O:19])[O-:20])[cH:13][cH:14][c:15]2[CH2:16][CH2:17]1.[CH3:24][CH2:25][OH:26].[ClH:23].[Na+:22].[OH-:21]>>[O:3]=[C:4]([OH:5])[CH2:6][CH2:7][N:8]1[CH2:9][c:10]2[cH:11][c:12]([N+:18](=[O:19])[O-:20])[cH:13][cH:14][c:15]2[CH2:16][CH2:17]1. Reactants: OC1=C(C=C(C=C1[N+](=O)[O-])OCC1=CC=CC=C1)C(C)=O (1-[2-hydroxy-3-nitro-5-(phenylmethoxy)-phenyl]-ethanone), C([O-])([O-])=O.[K+].[K+] (potassium carbonate), [H][H] (hydrogen), CC1OCCC1 (2-methyltetrahydrofuran), [H][H] (hydrogen), ClCC(=O)Cl (chloroacetyl chloride). The reagents and catalysts are [Pt](=O)=O (platinum (IV) oxide). Run in O (water). Reaction conditions: temperature 20 celsius, time 1 hour. The product is C(C)(=O)C1=CC(=CC=2NC(COC21)=O)OCC2=CC=CC=C2 (8-acetyl-6-(phenylmethoxy)-2H-1,4-benzoxazin-3(4H)-one). As a reaction SMILES: [OH:1][C:2]1[C:7]([N+:8]([O-])=O)=[CH:6][C:5]([O:11][CH2:12][C:13]2[CH:18]=[CH:17][CH:16]=[CH:15][CH:14]=2)=[CH:4][C:3]=1[C:19](=[O:21])[CH3:20].[CH3:22][CH:23]1CCC[O:24]1.[H][H].C(=O)([O-])[O-].[K+].[K+].ClCC(Cl)=O>[Pt](=O)=O.O>[C:19]([C:3]1[C:2]2[O:1][CH2:22][C:23](=[O:24])[NH:8][C:7]=2[CH:6]=[C:5]([O:11][CH2:12][C:13]2[CH:18]=[CH:17][CH:16]=[CH:15][CH:14]=2)[CH:4]=1)(=[O:21])[CH3:20] |f:3.4.5|. Reported procedure: 15.00 kg (52.22 mol) 1-[2-hydroxy-3-nitro-5-(phenylmethoxy)-phenyl]-ethanone 4a, 0.165 kg platinum (IV) oxide and 45 l 2-methyltetrahydrofuran are hydrogenated at 3 bar hydrogen pressure and an internal temperature of 25° C. until no further hydrogen uptake is discernible. The catalyst is filtered off and washed with 20 l of 2-methyltetrahydrofuran. 23.09 kg (167.09 mol) potassium carbonate are placed in another reactor, and the reaction mixture from the first reactor is added. It is rinsed with...